Dataset: the Open Reaction Database (ORD), a public repository of structured organic reaction records. Task: describe an organic reaction: reactants, conditions, products, and yield Starting materials: C(C)OC(C1=CC(C(=O)N)=CC(=C1)[N+](=O)[O-])=O (5-nitroisophthalamic-acid-monoethylester), COCCN (2-methoxyethylamine). Run at time 2 day. Yields the product [N+](=O)([O-])C=1C=C(C=C(C(=O)O)C1)C(=O)NCCOC (5-nitro-N-(2-methoxyethyl)-isophthalamic acid). Yield: 81.1%. As a reaction SMILES: C([O:3][C:4](=[O:17])[C:5]1[CH:13]=[C:12]([N+:14]([O-:16])=[O:15])[CH:11]=[C:7]([C:8]([NH2:10])=[O:9])[CH:6]=1)C.[CH3:18][O:19][CH2:20][CH2:21]N>>[N+:14]([C:12]1[CH:11]=[C:7]([C:8]([NH:10][CH2:21][CH2:20][O:19][CH3:18])=[O:9])[CH:6]=[C:5]([CH:13]=1)[C:4]([OH:3])=[O:17])([O-:16])=[O:15]. Reported procedure: 239.2 g (1 mole) of 5-nitroisophthalamic-acid-monoethylester is dissolved in 444 ml (5 moles) of 2-methoxyethylamine, the temperature rising to 60° C. After stirring for 2 days at room temperature, the mixture is evaporated in vacuum at 70° C., dissolved with 2.4 liters of water, adjusted to a pH of 7 by means of hydrochloric acid, treated with charcoal and then acidified to a pH of 1 with 12 N hydrochloric acid. The precipitate provides 217.6 g (81.1% of theoretical) of 5-nitro-N-(2-methoxyethy...